describe an organic reaction: reactants, conditions, products, and yield From a dataset of the Open Reaction Database (ORD), a public repository of structured organic reaction records. Reactants: S(=O)(Cl)Cl (thionyl chloride), ClC1=CC2(C3=CC=CC=C13)C(C2(C)C)C(=O)O (3'-chloro-3,3-dimethyl-spiro[cyclopropane-1,1'-indene]-2-carboxylic acid), O(C1=CC=CC=C1)C=1C=C(CO)C=CC1 (m-phenoxybenzyl alcohol). Run in CCOCC (ether), N1=CC=CC=C1 (Pyridine), N1=CC=CC=C1 (pyridine). Conditions: time 2 hour. Product: ClC1=CC2(C3=CC=CC=C13)C(C2(C)C)C(=O)OCC2=CC(=CC=C2)OC2=CC=CC=C2 (3'-chloro-3,3-dimethyl-spiro[cyclopropane-1,1'-indene]-2-carboxylic acid, m-phenoxybenzyl ester). Isolated yield 34.8%. As a reaction SMILES: S(Cl)(Cl)=O.[Cl:5][C:6]1[C:14]2[C:9](=[CH:10][CH:11]=[CH:12][CH:13]=2)[C:8]2([C:16]([CH3:18])([CH3:17])[CH:15]2[C:19]([OH:21])=[O:20])[CH:7]=1.[O:22]([C:29]1[CH:30]=[C:31]([CH:34]=[CH:35][CH:36]=1)[CH2:32]O)[C:23]1[CH:28]=[CH:27][CH:26]=[CH:25][CH:24]=1>N1C=CC=CC=1.CCOCC>[Cl:5][C:6]1[C:14]2[C:9](=[CH:10][CH:11]=[CH:12][CH:13]=2)[C:8]2([C:16]([CH3:17])([CH3:18])[CH:15]2[C:19]([O:21][CH2:32][C:31]2[CH:34]=[CH:35][CH:36]=[C:29]([O:22][C:23]3[CH:28]=[CH:27][CH:26]=[CH:25][CH:24]=3)[CH:30]=2)=[O:20])[CH:7]=1. Reported procedure: Pyridine (1.68 g) and thionyl chloride (2.5 g) are added to a mixture of 3'-chloro-3,3-dimethyl-spiro[cyclopropane-1,1'-indene]-2-carboxylic acid (5.0 g; 0.02 mole) and ether (50 ml). After two hours at room temperature, pyridine (1.68 g) and m-phenoxybenzyl alcohol (4.0 g) are added and the reaction mixture stirred at room temperature overnight. The reaction mixture is then washed with water, the ether fraction dried over magnesium sulfate and evaporated to dryness. The residue is purified on a...